From a dataset of the Open Reaction Database (ORD), a public repository of structured organic reaction records. describe an organic reaction: reactants, conditions, products, and yield Starting materials: C(C)C1=C(C(=CC(=C1)C1=NOC(=N1)C1=CC(=NC(=C1)C)CC(C)C)C)O (2-ethyl-4-[5-(2-isobutyl-6-methyl-pyridin-4-yl)-[1,2,4]oxadiazol-3-yl]-6-methyl-phenol), ClC[C@@H](CO)O ((R)-3-chloro-1,2-propanediol), ClC[C@@H](CO)O ((R)-3-chloro-1,2-propanediol). Solvent: C(C)(C)O (isopropanol), [OH-].[Na+] (NaOH), CC(OCC)=O (EA). Run at time 6 day. Yields the product C(C)C1=C(OC[C@@H](CO)O)C(=CC(=C1)C1=NOC(=N1)C1=CC(=NC(=C1)C)CC(C)C)C (3-{2-ethyl-4-[5-(2-isobutyl-6-methyl-pyridin-4-yl)-[1,2,4]oxadiazol-3-yl]-6-methyl-phenoxy}-(R)-propane-1,2-diol). The yield is 16.5%. Reaction SMILES: [CH2:1]([C:3]1[CH:8]=[C:7]([C:9]2[N:13]=[C:12]([C:14]3[CH:19]=[C:18]([CH3:20])[N:17]=[C:16]([CH2:21][CH:22]([CH3:24])[CH3:23])[CH:15]=3)[O:11][N:10]=2)[CH:6]=[C:5]([CH3:25])[C:4]=1[OH:26])[CH3:2].Cl[CH2:28][C@H:29]([OH:32])[CH2:30][OH:31]>C(O)(C)C.[OH-].[Na+].CC(=O)OCC>[CH2:1]([C:3]1[CH:8]=[C:7]([C:9]2[N:13]=[C:12]([C:14]3[CH:19]=[C:18]([CH3:20])[N:17]=[C:16]([CH2:21][CH:22]([CH3:23])[CH3:24])[CH:15]=3)[O:11][N:10]=2)[CH:6]=[C:5]([CH3:25])[C:4]=1[O:26][CH2:28][C@H:29]([OH:32])[CH2:30][OH:31])[CH3:2] |f:3.4|. Procedure details: To a solution of 2-ethyl-4-[5-(2-isobutyl-6-methyl-pyridin-4-yl)-[1,2,4]oxadiazol-3-yl]-6-methyl-phenol (200 mg, 0.569 mmol) in isopropanol (10 mL) and 3 N aq. NaOH (3 mL), (R)-3-chloro-1,2-propanediol (252 mg, 2.28 mmol) is added. The mixture is stirred at 60° C. for 24 h before another portion of (R)-3-chloro-1,2-propanediol (252 mg, 2.28 mmol) is added. Stirring is continued at 60° C. for 6 days. The mixture is diluted with EA and washed with sat. aq. NaHCO3 solution. The org. extract is drie... Reactants: ClC1=CC2=C(NC(=N2)C(C(F)(F)F)=O)C=C1Cl (1-(5,6-DiChloro-1H-benzoimidazol-2-yl)-2,2,2-trifluoro-ethanone), Br.BrCCN (2-bromoethylamine-hydrobromide), C([O-])([O-])=O.[K+].[K+] (potassium carbonate). Run in CN(C)C=O (DMF), C(C)(=O)OCC (ethyl acetate). Run at time 18 hour. The product is ClC1=CC2=C(NC(=N2)C2(OCCN2)C(F)(F)F)C=C1Cl (5,6-Dichloro-2-(2-trifluoromethyl-oxazolidin-2-yl)-1H-benzimidazole). As a reaction SMILES: [Cl:1][C:2]1[C:16]([Cl:17])=[CH:15][C:5]2[NH:6][C:7]([C:9](=[O:14])[C:10]([F:13])([F:12])[F:11])=[N:8][C:4]=2[CH:3]=1.Br.Br[CH2:20][CH2:21][NH2:22].C(=O)([O-])[O-].[K+].[K+]>CN(C=O)C.C(OCC)(=O)C>[Cl:17][C:16]1[C:2]([Cl:1])=[CH:3][C:4]2[NH:8][C:7]([C:9]3([C:10]([F:13])([F:11])[F:12])[NH:22][CH2:21][CH2:20][O:14]3)=[N:6][C:5]=2[CH:15]=1 |f:1.2,3.4.5|. Procedure: 1-(5,6-DiChloro-1H-benzoimidazol-2-yl)-2,2,2-trifluoro-ethanone (594 mg), 2-bromoethylamine-hydrobromide (860 mg) and potassium carbonate (871 mg) were dissolved in DMF (5 mL). The reaction mixture was stirred for 18 hrs at ambient temperature, then diluted with ethyl acetate (50 mL), washed with water (50 mL) and brine (2×20 mL). The extracts were dried over Na2SO4, filtered, concentrated, and purified by column chromatography (SiO2; 40% ethyl acetate/hexanes) to yield the title compound as a y...